This data is from the Open Reaction Database (ORD), a public repository of structured organic reaction records. The task is: describe an organic reaction: reactants, conditions, products, and yield Starting materials: C(C)(C)(C)OC(=O)[C@H]1[C@@H](C1)C1=NC(=CC=C1)F (trans-2-(6-fluoro-pyridin-2-yl)-cyclopropanecarboxylic acid t-butyl ester), Cl (HCl). Run in C(Cl)Cl (DCM), O1CCOCC1 (dioxane). Reaction conditions: time 3 hour. Product: FC1=CC=CC(=N1)[C@H]1[C@@H](C1)C(=O)O (Trans-2-(6-fluoro-pyridin-2yl)-cyclopropanecarboxylic acid), Cl (HCl). Isolated yield 79.0%. As a reaction SMILES: C([O:5][C:6]([C@@H:8]1[CH2:10][C@H:9]1[C:11]1[CH:16]=[CH:15][CH:14]=[C:13]([F:17])[N:12]=1)=[O:7])(C)(C)C.[ClH:18]>C(Cl)Cl.O1CCOCC1>[F:17][C:13]1[N:12]=[C:11]([C@@H:9]2[CH2:10][C@H:8]2[C:6]([OH:7])=[O:5])[CH:16]=[CH:15][CH:14]=1.[ClH:18]. Reported procedure: To a solution of trans-2-(6-fluoro-pyridin-2-yl)-cyclopropanecarboxylic acid t-butyl ester (165 mg, 0.7 mmol) in DCM (3 mL) was added HCl in dioxane (4 M, 10 mL). The resulting mixture was stirred at rt for 3 h. The mixture was then concentrated to give the desired product as HCl salt (120 mg, 79%). MS (M−H 181). The reactants are CC1(CC(NC2=CC=C(C=C12)C(F)(F)F)C1=C(N)C=CC=C1)C (2-(4,4-dimethyl-6-(trifluoromethyl)-1,2,3,4-tetrahydroquinolin-2-yl)aniline), N1=CC=CC=C1 (pyridine), CS(=O)(=O)Cl (methanesulfonyl chloride). Run in O (water), ClCCl (dichloromethane). Run at time 3 hour. The product is CC1(CC(NC2=CC=C(C=C12)C(F)(F)F)C1=C(C=CC=C1)NS(=O)(=O)C)C (N-[2-(4,4-dimethyl-6-trifluoromethyl-1,2,3,4-tetrahydro-quinolin-2-yl)-phenyl]-methanesulfonamide). Reaction SMILES: [CH3:1][C:2]1([CH3:23])[C:11]2[C:6](=[CH:7][CH:8]=[C:9]([C:12]([F:15])([F:14])[F:13])[CH:10]=2)[NH:5][CH:4]([C:16]2[CH:22]=[CH:21][CH:20]=[CH:19][C:17]=2[NH2:18])[CH2:3]1.N1C=CC=CC=1.[CH3:30][S:31](Cl)(=[O:33])=[O:32]>ClCCl.O>[CH3:1][C:2]1([CH3:23])[C:11]2[C:6](=[CH:7][CH:8]=[C:9]([C:12]([F:13])([F:15])[F:14])[CH:10]=2)[NH:5][CH:4]([C:16]2[CH:22]=[CH:21][CH:20]=[CH:19][C:17]=2[NH:18][S:31]([CH3:30])(=[O:33])=[O:32])[CH2:3]1. Procedure details: To a solution of 2-(4,4-dimethyl-6-(trifluoromethyl)-1,2,3,4-tetrahydroquinolin-2-yl)aniline (150 mg) and pyridine (1 mL) in anhydrous dichloromethane (3 mL) was added methanesulfonyl chloride (36 μL) at ice-bath under nitrogen. After addition, the resulting mixture was stirred at room temperature for 3 h. The reaction mixture was diluted with water, and extracted with ethyl acetate. The combined organic layer was dried over anhydrous sodium sulfate, concentrated. The residue was purified by HPL...